Dataset: the Open Reaction Database (ORD), a public repository of structured organic reaction records. Task: describe an organic reaction: reactants, conditions, products, and yield The reactants are O=C(O)Cc1c(C(=O)c2ccccc2)[nH]c2cc(Cl)ccc12, C1CCOC1, N. The product is NC(=O)Cc1c(C(=O)c2ccccc2)[nH]c2cc(Cl)ccc12. As a reaction SMILES: [C:1]([c:2]1[cH:3][cH:4][cH:5][cH:6][cH:7]1)(=[O:8])[c:9]1[nH:10][c:11]2[cH:12][c:13]([Cl:22])[cH:14][cH:15][c:16]2[c:17]1[CH2:18][C:19](=[O:20])[OH:21].[CH2:24]1[O:25][CH2:26][CH2:27][CH2:28]1.[NH3:23]>>[C:1]([c:2]1[cH:3][cH:4][cH:5][cH:6][cH:7]1)(=[O:8])[c:9]1[nH:10][c:11]2[cH:12][c:13]([Cl:22])[cH:14][cH:15][c:16]2[c:17]1[CH2:18][C:19](=[O:20])[NH2:23]. Reactants: C(C)(C)(C)OC(=O)N1CCN(CC1)C1=CC=C(C=C1)C=1OC=CN1 (4-(4-Oxazol-2-yl-phenyl)-piperazine-1-carboxylic acid tert-butyl ester), Cl (hydrochloric acid). The solvent is O1CCOCC1 (dioxane). Product: Cl.O1C(=NC=C1)C1=CC=C(C=C1)N1CCNCC1 (1-(4-Oxazol-2-yl-phenyl)-piperazine hydrochloride). Reaction SMILES: C(OC([N:8]1[CH2:13][CH2:12][N:11]([C:14]2[CH:19]=[CH:18][C:17]([C:20]3[O:21][CH:22]=[CH:23][N:24]=3)=[CH:16][CH:15]=2)[CH2:10][CH2:9]1)=O)(C)(C)C.[ClH:25]>O1CCOCC1>[ClH:25].[O:21]1[CH:22]=[CH:23][N:24]=[C:20]1[C:17]1[CH:16]=[CH:15][C:14]([N:11]2[CH2:12][CH2:13][NH:8][CH2:9][CH2:10]2)=[CH:19][CH:18]=1 |f:3.4|. Procedure: Prepared in analogy to example 4.4(b) from 4-(4-Oxazol-2-yl-phenyl)-piperazine-1-carboxylic acid tert-butyl ester and hydrochloric acid in dioxane. MS (m/e): 230.1 (MH+, 100%) Starting materials: BrC(C(=O)C=1C=CC2=C(NC(O2)=O)C1)C (5-(2-bromopropionyl)-2-benzoxazolinone), NC1=NC=CC=C1OCC1=CC=CC=C1 (2-amino-3-benzyloxypyridine). Product: C(C1=CC=CC=C1)OC=1C=2N(C=CC1)C(=C(N2)C=2C=CC1=C(NC(O1)=O)C2)C (5-(8-Benzyloxy-3-methylimidazo[1,2-a]pyridin-2-yl)-2-benzoxazolinone). Yield: 27.7%. Reaction SMILES: Br[CH:2]([CH3:15])[C:3]([C:5]1[CH:6]=[CH:7][C:8]2[O:12][C:11](=[O:13])[NH:10][C:9]=2[CH:14]=1)=O.[NH2:16][C:17]1[C:22]([O:23][CH2:24][C:25]2[CH:30]=[CH:29][CH:28]=[CH:27][CH:26]=2)=[CH:21][CH:20]=[CH:19][N:18]=1>>[CH2:24]([O:23][C:22]1[C:17]2[N:18]([C:2]([CH3:15])=[C:3]([C:5]3[CH:6]=[CH:7][C:8]4[O:12][C:11](=[O:13])[NH:10][C:9]=4[CH:14]=3)[N:16]=2)[CH:19]=[CH:20][CH:21]=1)[C:25]1[CH:26]=[CH:27][CH:28]=[CH:29][CH:30]=1. Procedure details: 5-(8-Benzyloxy-3-methylimidazo[1,2-a]pyridin-2-yl)-2-benzoxazolinone (0.8 g) was prepared in substantially the same manner as that of Example 30 from 5-(2-bromopropionyl)-2-benzoxazolinone (2.1 g) and 2-amino-3-benzyloxypyridine (4.8 g). mp. 264°-265° C. (dec.).